This data is from the Open Reaction Database (ORD), a public repository of structured organic reaction records. The task is: describe an organic reaction: reactants, conditions, products, and yield Starting materials: FC(S(=O)(=O)OC=1C(=C2C=CC(=NC2=CC1Cl)C)C1=CC=C(C=C1)Cl)(F)F (7-chloro-5-(4-chlorophenyl)-2-methylquinolin-6-yl trifluoromethanesulfonate), C(CCC)[Sn](C=C)(CCCC)CCCC (tributyl(vinyl)stannane), [Cl-].[Li+] (lithium chloride), C(C)(C)(C)C1=C(C(=CC(=C1)C)C(C)(C)C)O (2,6-di-tert-butyl-4-methylphenol). The reagents and catalysts are C=1C=CC(=CC1)[P](C=2C=CC=CC2)(C=3C=CC=CC3)[Pd]([P](C=4C=CC=CC4)(C=5C=CC=CC5)C=6C=CC=CC6)([P](C=7C=CC=CC7)(C=8C=CC=CC8)C=9C=CC=CC9)[P](C=1C=CC=CC1)(C=1C=CC=CC1)C=1C=CC=CC1 (Pd(PPh3)4), Cl[Pd]([P](C1=CC=CC=C1)(C2=CC=CC=C2)C3=CC=CC=C3)([P](C4=CC=CC=C4)(C5=CC=CC=C5)C6=CC=CC=C6)Cl (PdCl2(PPh3)2). Run in O1CCOCC1 (1,4-dioxane). Run at temperature 80 celsius. Product: ClC1=C(C(=C2C=CC(=NC2=C1)C)C1=CC=C(C=C1)Cl)C=C (7-chloro-5-(4-chlorophenyl)-2-methyl-6-vinylquinoline). The yield is 35.4%. RXN SMILES: FC(F)(F)S(O[C:7]1[C:8]([C:19]2[CH:24]=[CH:23][C:22]([Cl:25])=[CH:21][CH:20]=2)=[C:9]2[C:14](=[CH:15][C:16]=1[Cl:17])[N:13]=[C:12]([CH3:18])[CH:11]=[CH:10]2)(=O)=O.[CH2:28]([Sn](CCCC)(CCCC)C=C)[CH2:29]CC.[Cl-].[Li+].C(C1C=C(C)C=C(C(C)(C)C)C=1O)(C)(C)C>O1CCOCC1.C1C=CC([P]([Pd]([P](C2C=CC=CC=2)(C2C=CC=CC=2)C2C=CC=CC=2)([P](C2C=CC=CC=2)(C2C=CC=CC=2)C2C=CC=CC=2)[P](C2C=CC=CC=2)(C2C=CC=CC=2)C2C=CC=CC=2)(C2C=CC=CC=2)C2C=CC=CC=2)=CC=1.Cl[Pd](Cl)([P](C1C=CC=CC=1)(C1C=CC=CC=1)C1C=CC=CC=1)[P](C1C=CC=CC=1)(C1C=CC=CC=1)C1C=CC=CC=1>[Cl:17][C:16]1[CH:15]=[C:14]2[C:9]([CH:10]=[CH:11][C:12]([CH3:18])=[N:13]2)=[C:8]([C:19]2[CH:24]=[CH:23][C:22]([Cl:25])=[CH:21][CH:20]=2)[C:7]=1[CH:28]=[CH2:29] |f:2.3,^1:70,72,91,110,146,165|. Procedure details: Pd(PPh3)4 (52 mg, 0.045 mmol) and PdCl2(PPh3)2 (32 mg, 0.045 mmol) were added to a mixture 7-chloro-5-(4-chlorophenyl)-2-methylquinolin-6-yl trifluoromethanesulfonate (1F) (194 mg, 0.45 mmol), tributyl(vinyl)stannane (0.17 mL, 0.58 mmol), lithium chloride (57 mg, 1.4 mmol) and 2,6-di-tert-butyl-4-methylphenol (cat. amount) in 1,4-dioxane (8 mL). The reaction mixture was flushed with nitrogen, heated at 80° C. for 16 hours, and then the volatile component was removed in vacuo. The residue was dis... Procedure details: 5-Methoxy-2-(methylthio)benzothiazole (7 g, 0.033 mol) and methyl p-toluenesulfonate (6.77 g, 0.036 mol) were heated to 128°-163° C. for 22 minutes. The resulting solid, after cooling, was triturated with acetone, filtered, and acetone washed until washings were colorless, yielding 12.13 g (96%). Yields the product S(=O)(=O)([O-])C1=CC=C(C)C=C1.COC=1C=CC2=C([N+](=C(S2)SC)C)C1 (5-Methoxy-2-methylthio-3-methylbenzothiazolium tosylate). The reactants are COC=1C=CC2=C(N=C(S2)SC)C1 (5-Methoxy-2-(methylthio)benzothiazole), C1(=CC=C(C=C1)S(=O)(=O)OC)C (methyl p-toluenesulfonate). RXN SMILES: [CH3:1][O:2][C:3]1[CH:4]=[CH:5][C:6]2[S:10][C:9]([S:11][CH3:12])=[N:8][C:7]=2[CH:13]=1.[C:14]1([CH3:25])[CH:19]=[CH:18][C:17]([S:20]([O:23]C)(=[O:22])=[O:21])=[CH:16][CH:15]=1>>[S:20]([C:17]1[CH:18]=[CH:19][C:14]([CH3:25])=[CH:15][CH:16]=1)([O-:23])(=[O:22])=[O:21].[CH3:1][O:2][C:3]1[CH:4]=[CH:5][C:6]2[S:10][C:9]([S:11][CH3:12])=[N+:8]([CH3:14])[C:7]=2[CH:13]=1 |f:2.3|.